Task: describe an organic reaction: reactants, conditions, products, and yield. Dataset: the Open Reaction Database (ORD), a public repository of structured organic reaction records Starting materials: ClC1=C(C(=O)O)C=CC(=C1O)O (2-chloro-3,4-dihydroxybenzoic acid). Reagents/catalysts: S(O)(O)(=O)=O (sulfuric acid). Run in ice water, C(C)(=O)OC(C)=O (acetic anhydride). Run at time 90 minute. Product: ClC1=C(C(=O)O)C=CC(=C1OC(C)=O)OC(C)=O (2-chloro-3,4-diacetoxybenzoic acid). Yield: 192.4%. Reaction SMILES: [Cl:1][C:2]1[C:10]([OH:11])=[C:9]([OH:12])[CH:8]=[CH:7][C:3]=1[C:4]([OH:6])=[O:5]>C(OC(=O)C)(=O)C.S(=O)(=O)(O)O>[Cl:1][C:2]1[C:10]([O:11][C:4](=[O:5])[CH3:3])=[C:9]([O:12][C:10](=[O:11])[CH3:9])[CH:8]=[CH:7][C:3]=1[C:4]([OH:6])=[O:5]. Reported procedure: To a suspension of 2-chloro-3,4-dihydroxybenzoic acid (12.0 g: 63.6 mMol.) in acetic anhydride (36.4 ml) under ice cooling is added concentrated sulfuric acid (1 drop), and the mixture is stirred for 90 minutes. The reaction mixture is diluted with ice water and resulting precipitate is collected by filtration, washed with water, and dried to give 2-chloro-3,4-diacetoxybenzoic acid (16.68 g). Yield: 96%. Starting materials: C1CCOC1, COc1ccc(O)cc1OC, CCOC(=O)N=NC(=O)OCC, CC(C)C(=O)Nc1cccc(C2CCN(CCC(O)c3ccccc3)CC2)c1, c1ccc(P(c2ccccc2)c2ccccc2)cc1. The product is COc1ccc(OC(CCN2CCC(c3cccc(NC(=O)C(C)C)c3)CC2)c2ccccc2)cc1OC. Reaction SMILES: [CH2:71]1[O:72][CH2:73][CH2:74][CH2:75]1.[CH3:60][O:61][c:62]1[cH:63][c:64]([OH:70])[cH:65][cH:66][c:67]1[O:68][CH3:69].[O:20]=[C:21]([O:22][CH2:23][CH3:24])[N:25]=[N:26][C:27]([O:28][CH2:29][CH3:30])=[O:31].[OH:32][CH:33]([CH2:34][CH2:35][N:36]1[CH2:37][CH2:38][CH:39]([c:42]2[cH:43][c:44]([NH:48][C:49]([CH:50]([CH3:51])[CH3:52])=[O:53])[cH:45][cH:46][cH:47]2)[CH2:40][CH2:41]1)[c:54]1[cH:55][cH:56][cH:57][cH:58][cH:59]1.[c:1]1([P:2]([c:3]2[cH:4][cH:5][cH:6][cH:7][cH:8]2)[c:9]2[cH:10][cH:11][cH:12][cH:13][cH:14]2)[cH:15][cH:16][cH:17][cH:18][cH:19]1>>[O:32]([CH:33]([CH2:34][CH2:35][N:36]1[CH2:37][CH2:38][CH:39]([c:42]2[cH:43][c:44]([NH:48][C:49]([CH:50]([CH3:51])[CH3:52])=[O:53])[cH:45][cH:46][cH:47]2)[CH2:40][CH2:41]1)[c:54]1[cH:55][cH:56][cH:57][cH:58][cH:59]1)[c:64]1[cH:63][c:62]([O:61][CH3:60])[c:67]([O:68][CH3:69])[cH:66][cH:65]1. The reactants are solid, BrC1=CC(=CC=2C(=C3N(C12)CCNC3=O)C)F (6-bromo-8-fluoro-10-methyl-3,4-dihydro-2H-pyrazino[1,2-a]indol-1-one), BrC1=CC(=CC=2C(=C3N(C12)CCNC3=O)C)F (6-bromo-8-fluoro-10-methyl-3,4-dihydro-2H-pyrazino[1,2-a]indol-1-one), ClC1=C(C=C(C=C1)B(O)O)F (4-chloro-3-fluoro-phenylboronic acid). The product is ClC1=C(C=C(C=C1)C1=CC(=CC=2C(=C3N(C12)CCNC3=O)C)F)F (6-(4-Chloro-3-fluoro-phenyl)-8-fluoro-10-methyl-3,4-dihydro-2H-pyrazino[1,2-a]indol-1-one). RXN SMILES: Br[C:2]1[C:10]2[N:9]3[CH2:11][CH2:12][NH:13][C:14](=[O:15])[C:8]3=[C:7]([CH3:16])[C:6]=2[CH:5]=[C:4]([F:17])[CH:3]=1.[Cl:18][C:19]1[CH:24]=[CH:23][C:22](B(O)O)=[CH:21][C:20]=1[F:28]>>[Cl:18][C:19]1[CH:24]=[CH:23][C:22]([C:2]2[C:10]3[N:9]4[CH2:11][CH2:12][NH:13][C:14](=[O:15])[C:8]4=[C:7]([CH3:16])[C:6]=3[CH:5]=[C:4]([F:17])[CH:3]=2)=[CH:21][C:20]=1[F:28]. Reported procedure: The title compound, white solid (57 mg, 66%), MS (ISP) m/z=347.5 [(M+H)+], mp 216° C., was prepared in accordance with the general method of example 1 from 6-bromo-8-fluoro-10-methyl-3,4-dihydro-2H-pyrazino[1,2-a]indol-1-one (intermediate 14) (74.3 mg, 0.25 mmol) and commercially available 4-chloro-3-fluoro-phenylboronic acid (56.7 mg, 0.325 mmol). Starting materials: Clc1ccccc1-c1noc(CBr)n1, O=C([O-])[O-], O=C([O-])O, [K+], [K+], [Na+], C1CCOC1, O. Product: OCc1nc(-c2ccccc2Cl)no1. As a reaction SMILES: [Br:1][CH2:2][c:3]1[n:4][c:5](-[c:8]2[c:9]([Cl:14])[cH:10][cH:11][cH:12][cH:13]2)[n:6][o:7]1.[C:15]([O-:16])(=[O:17])[O-:18].[C:21](=[O:22])([O-:23])[OH:24].[K+:19].[K+:20].[Na+:25].[O:26]1[CH2:27][CH2:28][CH2:29][CH2:30]1.[OH2:31]>>[CH2:2]([c:3]1[n:4][c:5](-[c:8]2[c:9]([Cl:14])[cH:10][cH:11][cH:12][cH:13]2)[n:6][o:7]1)[OH:16].